Dataset: the Open Reaction Database (ORD), a public repository of structured organic reaction records. Task: describe an organic reaction: reactants, conditions, products, and yield Starting materials: Example 2c, 280b, FC1=CC=C(C=C1)N1N=CC(=C1)C1=NN2C(C=CC=C2)=N1 ([1-(4-fluoro-phenyl)1H-pyrazol-4-yl]-[1,2,4]triazolo[1,5-a]pyridine), C(C)(C)(C)OC(=O)N1CCC(CC1)C1=CC=C(C=C1)N (4-(4-amino-phenyl)-piperidine-1-carboxylic acid tert-butyl ester), C1(CCCCC1)P(C1=C(C=CC=C1)C1=C(C=CC=C1)P(C1CCCCC1)C1CCCCC1)C1CCCCC1 (2,2′-bis-dicyclohexylphosphanyl-biphenyl), Example 2d, BrC=1C=2N(C=CC1)N=C(N2)Cl (8-bromo-2-chloro-[1,2,4]triazolo[1,5-a]pyridine), FC1=CC=C(C=C1)N1N=CC(=C1)B(O)O (1-(4-fluorophenyl)pyrazole-4-boronic acid). Product: FC1=CC=C(C=C1)N1N=CC(=C1)C1=NN2C(C=CC=C2)=N1 ([1-(4-fluoro-phenyl)1H-pyrazol-4-yl]-[1,2,4]triazolo[1,5-a]pyridine), C(C)(C)(C)OC(=O)N1CCC(CC1)C1=CC=C(C=C1)NC1=NN2C(C(=CC=C2)C=2C=NN(C2)C2=CC=C(C=C2)F)=N1 (4-{4-[8-(1-(4-Fluoro-phenyl)-1H-pyrazol-4-yl)-[1,2,4]triazolo[1,5-a]pyridine-2-ylamino]-phenyl}-piperidine-1-carboxylic acid tert-butyl ester). As a reaction SMILES: Br[C:2]1[C:3]2[N:4]([N:8]=[C:9](Cl)[N:10]=2)[CH:5]=[CH:6][CH:7]=1.[F:12][C:13]1[CH:18]=[CH:17][C:16]([N:19]2[CH:23]=[C:22](B(O)O)[CH:21]=[N:20]2)=[CH:15][CH:14]=1.[F:27][C:28]1[CH:33]=[CH:32][C:31]([N:34]2[CH:38]=[C:37]([C:39]3[N:47]=[C:42]4[CH:43]=[CH:44][CH:45]=[CH:46][N:41]4[N:40]=3)[CH:36]=[N:35]2)=[CH:30][CH:29]=1.[C:48]([O:52][C:53]([N:55]1[CH2:60][CH2:59][CH:58]([C:61]2[CH:66]=[CH:65][C:64]([NH2:67])=[CH:63][CH:62]=2)[CH2:57][CH2:56]1)=[O:54])([CH3:51])([CH3:50])[CH3:49].C1(P(C2CCCCC2)C2C=CC=CC=2C2C=CC=CC=2P(C2CCCCC2)C2CCCCC2)CCCCC1>>[F:27][C:28]1[CH:33]=[CH:32][C:31]([N:34]2[CH:38]=[C:37]([C:39]3[N:47]=[C:42]4[CH:43]=[CH:44][CH:45]=[CH:46][N:41]4[N:40]=3)[CH:36]=[N:35]2)=[CH:30][CH:29]=1.[C:48]([O:52][C:53]([N:55]1[CH2:60][CH2:59][CH:58]([C:61]2[CH:66]=[CH:65][C:64]([NH:67][C:9]3[N:10]=[C:3]4[C:2]([C:22]5[CH:21]=[N:20][N:19]([C:16]6[CH:17]=[CH:18][C:13]([F:12])=[CH:14][CH:15]=6)[CH:23]=5)=[CH:7][CH:6]=[CH:5][N:4]4[N:8]=3)=[CH:63][CH:62]=2)[CH2:57][CH2:56]1)=[O:54])([CH3:51])([CH3:49])[CH3:50]. Procedure details: 2-Chloro-8-([1-(4-fluoro-phenyl)1H-pyrazol-4-yl]-[1,2,4]triazolo[1,5-a]pyridine was prepared from 8-bromo-2-chloro-[1,2,4]triazolo[1,5-a]pyridine and 1-(4-fluorophenyl)pyrazole-4-boronic acid in a manner analogous to Example 2c (0.45 g, 67%). 280b) 4-{4-[8-(1-(4-Fluoro-phenyl)-1H-pyrazol-4-yl)-[1,2,4]triazolo[1,5-a]pyridine-2-ylamino]-phenyl}-piperidine-1-carboxylic acid tert-butyl ester was prepared from 2-chloro-8-([1-(4-fluoro-phenyl)1H-pyrazol-4-yl]-[1,2,4]triazolo[1,5-a]pyridine and 4-(4-am...